From a dataset of the Open Reaction Database (ORD), a public repository of structured organic reaction records. describe an organic reaction: reactants, conditions, products, and yield Starting materials: C(C1=CC=CC=C1)N1CC2CCC(C1)C2NC (3-benzyl-N-methyl-3-azabicyclo[3.2.1]octan-8-amine), CS(=O)(=O)OCCCC(OC1=CC(=C(C=C1)OC)OC)C1=CC=C(C=C1)C#N (4-(4-cyanophenyl)-4-(3,4-dimethoxyphenoxy)butyl methanesulfonate), C([O-])([O-])=O.[K+].[K+] (potassium carbonate). Run in CN(C)C=O (DMF). Conditions: temperature 90 celsius. The product is C(C1=CC=CC=C1)N1CC2CCC(C1)C2N(CCCC(OC2=CC(=C(C=C2)OC)OC)C2=CC=C(C#N)C=C2)C (4-[4-[(3-Benzyl-3-azabicyclo[3.2.1]oct-8-yl)(methyl)amino]-1-(3,4-dimethoxyphenoxy)butyl]benzonitrile). Yield: 26.8%. As a reaction SMILES: [CH2:1]([N:8]1[CH2:14][CH:13]2[CH:15]([NH:16][CH3:17])[CH:10]([CH2:11][CH2:12]2)[CH2:9]1)[C:2]1[CH:7]=[CH:6][CH:5]=[CH:4][CH:3]=1.CS(OC[CH2:24][CH2:25][CH:26]([C:38]1[CH:43]=[CH:42][C:41]([C:44]#[N:45])=[CH:40][CH:39]=1)[O:27][C:28]1[CH:33]=[CH:32][C:31]([O:34][CH3:35])=[C:30]([O:36][CH3:37])[CH:29]=1)(=O)=O.[C:46](=O)([O-])[O-].[K+].[K+]>CN(C=O)C>[CH2:1]([N:8]1[CH2:14][CH:13]2[CH:15]([N:16]([CH3:46])[CH2:17][CH2:24][CH2:25][CH:26]([C:38]3[CH:39]=[CH:40][C:41]([C:44]#[N:45])=[CH:42][CH:43]=3)[O:27][C:28]3[CH:33]=[CH:32][C:31]([O:34][CH3:35])=[C:30]([O:36][CH3:37])[CH:29]=3)[CH:10]([CH2:11][CH2:12]2)[CH2:9]1)[C:2]1[CH:3]=[CH:4][CH:5]=[CH:6][CH:7]=1 |f:2.3.4|. Reported procedure: A mixture of 3-benzyl-N-methyl-3-azabicyclo[3.2.1]octan-8-amine (Preparation B; 1.3 g, 5.95 mmol), 4-(4-cyanophenyl)-4-(3,4-dimethoxyphenoxy)butyl methanesulfonate (Preparation I(iii); 2.41 g, 5.95 mmol), and potassium carbonate (822 mg, 5.95 mmol) in DMF (25 mL) was heated at 90° C. under nitrogen overnight. The mixture was partitioned with water (50 mL) and diethyl ether (40 mL). The aqueous layer was extracted with diethyl ether (2×40 mL). The combined organic extracts were washed with brine ... Reactants: NC=1C=CC(=NC1)Cl (5-amino-2-chloropyridine), CSC(=C[N+](=O)[O-])SC (1,1-bis(methylthio)-2-nitroethylene). The solvent is C(C)C1=CC=CC=C1 (ethylbenzene). Run at temperature 130 celsius. Product: ClC1=CC=C(C=N1)NC(=C[N+](=O)[O-])SC (1-(6-chloro-3-pyridyl)amino-1-methylthio-2-nitroethylene). The yield is 6.7%. RXN SMILES: [NH2:1][C:2]1[CH:3]=[CH:4][C:5]([Cl:8])=[N:6][CH:7]=1.[CH3:9][S:10][C:11](SC)=[CH:12][N+:13]([O-:15])=[O:14]>C(C1C=CC=CC=1)C>[Cl:8][C:5]1[N:6]=[CH:7][C:2]([NH:1][C:11]([S:10][CH3:9])=[CH:12][N+:13]([O-:15])=[O:14])=[CH:3][CH:4]=1. Procedure: A mixture of 3.9 g (0.0303 mole) of 5-amino-2-chloropyridine, 5.0 g of 1,1-bis(methylthio)-2-nitroethylene and 80 ml of ethylbenzene was heated at 130° C. for 2 hours. The ethylbenzene was distilled off under reduced pressure and the crystalline residue was washed with AcOEt and subjected to silica gel column chromatography using EtOH-CHCl3 (1:30) as the eluent to recover crude crystals. These crystals were recrystallized from AcOEt, washed with ether and dried. The procedure gave 0.5 g of 1-(6-...